Dataset: the Open Reaction Database (ORD), a public repository of structured organic reaction records. Task: describe an organic reaction: reactants, conditions, products, and yield Starting materials: CN(N=C(C1=C(C=CC=C1F)Cl)Cl)S(=O)(=O)C1=CC=C(C=C1)C (N-methyl-N-(p-toluenesulfonyl)-2-chloro-6-fluorobenzohydrazonoyl chloride), ClC=1C(=NC=C(C1)C(F)(F)F)OC=1C=C(C#N)C=C(C1)OC (3-(3-chloro-5-trifluoromethylpyridine-2-yloxy)-5-methoxybenzonitrile), ClC1=C(C=CC=C1)Cl (o-dichlorobenzene). The reagents and catalysts are [Fe](Cl)(Cl)Cl (iron (III) chloride). Run in C(Cl)(Cl)Cl (chloroform). Run at temperature 140 celsius, time 30 minute. Yields the product ClC1=C(C(=CC=C1)F)C1=NN(C(=N1)C1=CC(=CC(=C1)OC)OC1=NC=C(C=C1Cl)C(F)(F)F)C (3-(2-chloro-6-fluorophenyl)-5-[3-(3-chloro-5-trifluoromethylpyridine 2-yloxy)-5-methoxyphenyl]-1-methyl-1H-1,2,4-triazole). The yield is 48.7%. As a reaction SMILES: [CH3:1][N:2](S(C1C=CC(C)=CC=1)(=O)=O)[N:3]=[C:4](Cl)[C:5]1[C:10]([F:11])=[CH:9][CH:8]=[CH:7][C:6]=1[Cl:12].[Cl:24][C:25]1[C:26]([O:35][C:36]2[CH:37]=[C:38]([CH:41]=[C:42]([O:44][CH3:45])[CH:43]=2)[C:39]#[N:40])=[N:27][CH:28]=[C:29]([C:31]([F:34])([F:33])[F:32])[CH:30]=1.ClC1C=CC=CC=1Cl>C(Cl)(Cl)Cl.[Fe](Cl)(Cl)Cl>[Cl:12][C:6]1[CH:7]=[CH:8][CH:9]=[C:10]([F:11])[C:5]=1[C:4]1[N:40]=[C:39]([C:38]2[CH:41]=[C:42]([O:44][CH3:45])[CH:43]=[C:36]([O:35][C:26]3[C:25]([Cl:24])=[CH:30][C:29]([C:31]([F:33])([F:34])[F:32])=[CH:28][N:27]=3)[CH:37]=2)[N:2]([CH3:1])[N:3]=1. Reported procedure: A mixture of N-methyl-N-(p-toluenesulfonyl)-2-chloro-6-fluorobenzohydrazonoyl chloride (0.90 g), 3-(3-chloro-5-trifluoromethylpyridine-2-yloxy)-5-methoxybenzonitrile (0.80 g), anhydrous iron (III) chloride (0.80 g) and o-dichlorobenzene (5 ml) is stirred at an oil bath temperature of 140° C. for 30 minutes. After cooling, it is dissolved in chloroform (100 ml) and washed with dilute hydrochloric acid, dilute aqueous solution of sodium hydroxide and saline. Then, it is dried over anhydrous magnes... Starting materials: ClC=1N=C2N(C3=C(NC4=C2C=CC=C4)N=CC=C3)C1C1=CC=C(C=C1)C1(CCC1)NC(OC(C)(C)C)=O (tert-butyl {1-[4-(2-chloro-9H-imidazo[1,2-d]pyrido[2,3-b][1,4]benzodiazepin-3-yl)phenyl]cyclobutyl}carbamate), C(C1=CC=CC=C1)OC1=CC=C(C=C1)B(O)O ([4-(benzyloxy)phenyl]boronic acid), C(=O)([O-])[O-].[Na+].[Na+] (Na2CO3). Reagents/catalysts: CC(C)(C)P(C1=CC=C(C=C1)N(C)C)C(C)(C)C.CC(C)(C)P(C1=CC=C(C=C1)N(C)C)C(C)(C)C.Cl[Pd]Cl (bis(di-tert-butyl(4-dimethylaminophenyl)phosphine)dichloropalladium(II)). Solvent: CN(C)C=O (DMF), CCOC(=O)C (AcOEt). Yields the product C(C)(C)(C)OC(NC1(CCC1)C1=CC=C(C=C1)C1=C(N=C2N1C1=C(NC3=C2C=CC=C3)N=CC=C1)C1=CC=C(C=C1)OCC1=CC=CC=C1)=O (tert-butyl[1-(4-{2-[4-(benzyloxy)phenyl]-9H-imidazo[1,2-d]pyrido[2,3-b][1,4]benzodiazepin-3-yl}phenyl)cyclobutyl]carbamate). The yield is 83.5%. As a reaction SMILES: Cl[C:2]1[N:3]=[C:4]2[C:10]3[CH:11]=[CH:12][CH:13]=[CH:14][C:9]=3[NH:8][C:7]3[N:15]=[CH:16][CH:17]=[CH:18][C:6]=3[N:5]2[C:19]=1[C:20]1[CH:25]=[CH:24][C:23]([C:26]2([NH:30][C:31](=[O:37])[O:32][C:33]([CH3:36])([CH3:35])[CH3:34])[CH2:29][CH2:28][CH2:27]2)=[CH:22][CH:21]=1.[CH2:38]([O:45][C:46]1[CH:51]=[CH:50][C:49](B(O)O)=[CH:48][CH:47]=1)[C:39]1[CH:44]=[CH:43][CH:42]=[CH:41][CH:40]=1.C([O-])([O-])=O.[Na+].[Na+]>CN(C=O)C.CCOC(C)=O.CC(P(C(C)(C)C)C1C=CC(N(C)C)=CC=1)(C)C.CC(P(C(C)(C)C)C1C=CC(N(C)C)=CC=1)(C)C.Cl[Pd]Cl>[C:33]([O:32][C:31](=[O:37])[NH:30][C:26]1([C:23]2[CH:24]=[CH:25][C:20]([C:19]3[N:5]4[C:6]5[CH:18]=[CH:17][CH:16]=[N:15][C:7]=5[NH:8][C:9]5[CH:14]=[CH:13][CH:12]=[CH:11][C:10]=5[C:4]4=[N:3][C:2]=3[C:49]3[CH:50]=[CH:51][C:46]([O:45][CH2:38][C:39]4[CH:44]=[CH:43][CH:42]=[CH:41][CH:40]=4)=[CH:47][CH:48]=3)=[CH:21][CH:22]=2)[CH2:27][CH2:28][CH2:29]1)([CH3:36])([CH3:35])[CH3:34] |f:2.3.4,7.8.9|. Procedure: A mixture of tert-butyl {1-[4-(2-chloro-9H-imidazo[1,2-d]pyrido[2,3-b][1,4]benzodiazepin-3-yl)phenyl]cyclobutyl}carbamate (400 mg, 0.778 mmol), [4-(benzyloxy)phenyl]boronic acid (355 mg, 1.56 mmol), bis(di-tert-butyl(4-dimethylaminophenyl)phosphine)dichloropalladium(II) (55 mg, 0.078 mmol), and 2M Na2CO3 aq. (0.780 mL, 1.56 mmol) in DMF (8 mL) was treated with microwave (160° C. for 1 hour). The mixture was diluted with AcOEt, washed with water(×3), brine, dried over Na2SO4, then filtrated throu... Starting materials: FC=1C=C(C=CC1)CCNC=1SC(C(N1)=O)=CC=1N=C2C(=C(C=NC2=CC1)C#N)OC(C)C (6-{2-[2-(3-fluoro-phenyl)-ethylamino]-4-oxo-4H-thiazol-5-ylidenemethyl}-4-isopropoxy-[1,5]naphthyridine-3-carbonitrile), C(=O)(C)O[Na] (AcONa), O=C1N=C(SC1=CC=1N=C2C=C(C=NC2=CC1)C#N)NCC=1SC=CC1 (6-{4-oxo-2-[(thiophen-2-ylmethyl)-amino]-4H-thiazol-5-ylidenemethyl}-[1,5]naphthyridine-3-carbonitrile). The solvent is CC(=O)O (AcOH). Run at temperature 120 celsius. Product: FC=1C=C(C=CC1)CCNC=1SC(C(N1)=O)=CC=1N=C2C=C(C=NC2=CC1)C#N (6-{2-[2-(3-fluoro-phenyl)-ethylamino]-4-oxo-4H-thiazol-5-ylidenemethyl}-[1,5]naphthyridine-3-carbonitrile). The yield is 30.3%. RXN SMILES: [F:1][C:2]1[CH:3]=[C:4]([CH2:8][CH2:9][NH:10][C:11]2[S:12][C:13](=[CH:17][C:18]3[N:19]=[C:20]4[C:25](=[CH:26][CH:27]=3)[N:24]=[CH:23][C:22]([C:28]#[N:29])=[C:21]4OC(C)C)[C:14](=[O:16])[N:15]=2)[CH:5]=[CH:6][CH:7]=1.C(O[Na])(C)=O.O=C1C(=CC2N=C3C(=CC=2)N=CC(C#N)=C3)SC(NCC2SC=CC=2)=N1>CC(O)=O>[F:1][C:2]1[CH:3]=[C:4]([CH2:8][CH2:9][NH:10][C:11]2[S:12][C:13](=[CH:17][C:18]3[N:19]=[C:20]4[C:25](=[CH:26][CH:27]=3)[N:24]=[CH:23][C:22]([C:28]#[N:29])=[CH:21]4)[C:14](=[O:16])[N:15]=2)[CH:5]=[CH:6][CH:7]=1. Reported procedure: To a mixture of 2-[2-(3-fluoro-phenyl)-ethylamino]-thiazol-4-one (40.9 mg, 0.17 mmol) (see Example 7) AcONa (160 mg, 1.95 mmol), and 6-formyl-[1,5]naphthyridine-3-carbonitrile (33.6 mg, 0.18 mmol) (see Example 11) in a sealed tube was added AcOH (0.3 mL). The reaction mixture was heated to 120° C. (oil bath) for 2 hrs. The reaction mixture was then cooled to r.t. and triturated with water. The solid was collected by filtration and washed with water, AcOEt and ether to give 6-{2-[2-(3-fluoro-phen...